From a dataset of the Open Reaction Database (ORD), a public repository of structured organic reaction records. describe an organic reaction: reactants, conditions, products, and yield RXN SMILES: [C:1]1(=O)[O:6][C:4](=[O:5])[C:3]2=[CH:7][CH:8]=[CH:9][CH:10]=[C:2]12.[CH2:12]([CH2:14][NH2:15])O.[OH2:16]>>[OH:6][CH2:1][CH2:2][C:10]1[CH:9]=[CH:8][CH:7]=[C:3]2[C:4]([NH:15][C:14](=[O:16])[C:12]=12)=[O:5]. Reported procedure: 888 g (6 mols) of phthalic anhydride are added in portions to 412.5 g of 98% strength ethanolamine (6.6 mols), and the mixture is heated in the course of 2 hours from 110° to 190° C., until 114 g of water have been distilled off. Excess ethanolamine is then removed under reduced pressure down to 145° C./0.1 mbar. The yield is quantitative: 1,145 g. The product is OCCC1=C2C(C(=O)NC2=O)=CC=C1 (Hydroxyethylphthalimide). Starting materials: C1(C=2C(C(=O)O1)=CC=CC2)=O (phthalic anhydride), C(O)CN (ethanolamine), O (water). Yield: 101.7%. Procedure details: T-butylcarbazate (35.15 g, 266 mmol) and 200 mL of CH2Cl2 were added to a round bottom flask. Potassium carbonate (55.2 g, 0.4 moles) dissolved in 350 mL of water was added to the flask, and the mixture was stirred for 15 minutes with ice chilling. 2,3 dimethylbenzoyl chloride (44.9 g, 266 mmol) in ca, 200 mL of CH2Cl2 was added drop-wise from a 500 mL separatory funnel over 30 minutes. The reaction was allowed to stir overnight and then the reaction mixture was poured into a 1 L separatory funn... Reaction conditions: time 15 minute. Solvent: O (water). Product: CC1=C(C(=O)NNC(=O)OC(C)(C)C)C=CC=C1C (N′-(2,3-dimethyl-benzoyl)-hydrazinecarboxylic acid, tert-butyl ester). Reaction SMILES: [C:1]([O:5][C:6](=[O:9])[NH:7][NH2:8])([CH3:4])([CH3:3])[CH3:2].C(Cl)Cl.C(=O)([O-])[O-].[K+].[K+].[CH3:19][C:20]1[C:28]([CH3:29])=[CH:27][CH:26]=[CH:25][C:21]=1[C:22](Cl)=[O:23]>O>[CH3:19][C:20]1[C:28]([CH3:29])=[CH:27][CH:26]=[CH:25][C:21]=1[C:22]([NH:8][NH:7][C:6]([O:5][C:1]([CH3:4])([CH3:3])[CH3:2])=[O:9])=[O:23] |f:2.3.4|. Starting materials: C([O-])([O-])=O.[K+].[K+] (Potassium carbonate), C(C)(C)(C)OC(NN)=O (T-butylcarbazate), C(Cl)Cl (CH2Cl2), CC1=C(C(=O)Cl)C=CC=C1C (2,3 dimethylbenzoyl chloride), C(Cl)Cl (CH2Cl2). Starting materials: [BH4-], O=C1C=Cc2ccccc21, CO, [Ce+3], [Cl-], [Cl-], [Cl-], Cl, [Na+], O. Yields the product OC1C=Cc2ccccc21. Reaction SMILES: [BH4-:11].[C:1]1(=[O:10])[CH:2]=[CH:3][c:4]2[cH:5][cH:6][cH:7][cH:8][c:9]21.[CH3:18][OH:19].[Ce+3:14].[Cl-:13].[Cl-:15].[Cl-:16].[ClH:17].[Na+:12].[OH2:20]>>[CH:1]1([OH:10])[CH:2]=[CH:3][c:4]2[cH:5][cH:6][cH:7][cH:8][c:9]21. Reactants: COC(=O)c1ccc(CBr)cc1[N+](=O)[O-], O=C([O-])[O-], CCOC(C)=O, CN(C)C=O, Cl, [K+], [K+], Oc1ccccc1. Product: COC(=O)c1ccc(COc2ccccc2)cc1[N+](=O)[O-]. RXN SMILES: [Br:14][CH2:15][c:16]1[cH:17][c:18]([N+:26](=[O:27])[O-:28])[c:19]([C:20](=[O:21])[O:22][CH3:23])[cH:24][cH:25]1.[C:8](=[O:9])([O-:10])[O-:11].[CH3:30][CH2:31][O:32][C:33](=[O:34])[CH3:35].[CH3:36][N:37]([CH3:38])[CH:39]=[O:40].[ClH:29].[K+:12].[K+:13].[OH:1][c:2]1[cH:3][cH:4][cH:5][cH:6][cH:7]1>>[O:1]([c:2]1[cH:3][cH:4][cH:5][cH:6][cH:7]1)[CH2:15][c:16]1[cH:17][c:18]([N+:26](=[O:27])[O-:28])[c:19]([C:20](=[O:21])[O:22][CH3:23])[cH:24][cH:25]1. The reactants are CCO, Clc1ccc(Cl)nn1, NN, O. Yields the product NNc1ccc(Cl)nn1. As a reaction SMILES: [CH3:12][CH2:13][OH:14].[Cl:1][c:2]1[n:3][n:4][c:5]([Cl:8])[cH:6][cH:7]1.[NH2:10][NH2:11].[OH2:9]>>[Cl:1][c:2]1[n:3][n:4][c:5]([NH:10][NH2:11])[cH:6][cH:7]1. Starting materials: C([O-])([O-])=O.[Na+].[Na+] (Sodium carbonate), Cl.C(C)OC(CCN)=O (β-alanine ethyl ester hydrochloride), C(C1=CC=CC=C1)Br (benzyl bromide). Solvent: C(C)#N (acetonitrile). Conditions: time 8 hour. Product: C(C1=CC=CC=C1)N(CCC(=O)OCC)CC1=CC=CC=C1 (ethyl 3-dibenzylaminopropionate). The yield is 102.7%. Reaction SMILES: C(=O)([O-])[O-].[Na+].[Na+].Cl.[CH2:8]([O:10][C:11](=[O:15])[CH2:12][CH2:13][NH2:14])[CH3:9].[CH2:16](Br)[C:17]1[CH:22]=[CH:21][CH:20]=[CH:19][CH:18]=1>C(#N)C>[CH2:16]([N:14]([CH2:16][C:17]1[CH:22]=[CH:21][CH:20]=[CH:19][CH:18]=1)[CH2:13][CH2:12][C:11]([O:10][CH2:8][CH3:9])=[O:15])[C:17]1[CH:22]=[CH:21][CH:20]=[CH:19][CH:18]=1 |f:0.1.2,3.4|. Procedure: Sodium carbonate (21.1 g, 199 mmol) was added to a suspension of β-alanine ethyl ester hydrochloride (10.2 g, 66.4 mmol) and benzyl bromide (16.2 mL, 136 mmol) in acetonitrile (265 mL). The reaction mixture was stirred at ambient temperature overnight and then filtered through a layer of CELITE filter aid. The filter cake was rinsed with acetonitrile (100 mL). The filtrate was concentrated under reduced pressure to provide 20.28 g of ethyl 3-dibenzylaminopropionate as a pale yellow oil.